This data is from the Open Reaction Database (ORD), a public repository of structured organic reaction records. The task is: describe an organic reaction: reactants, conditions, products, and yield The reactants are C(C)OC(=O)C=1N=NN(C1O)CC1=CC(=CC(=C1)Cl)Cl (1-(3,5-dichloro-benzyl)-5-hydroxy-1H-[1,2,3]triazole-4-carboxylic acid ethyl ester), P(Cl)(Cl)(Cl)(Cl)Cl (PCl5). Run in C1(=CC=CC=C1)C (toluene). Yields the product C(C)OC(=O)C=1N=NN(C1Cl)CC1=CC(=CC(=C1)Cl)Cl (5-chloro-1-(3,5-dichloro-benzyl)-1H-[1,2,3]triazole-4-carboxylic acid ethyl ester). RXN SMILES: [CH2:1]([O:3][C:4]([C:6]1[N:7]=[N:8][N:9]([CH2:12][C:13]2[CH:18]=[C:17]([Cl:19])[CH:16]=[C:15]([Cl:20])[CH:14]=2)[C:10]=1O)=[O:5])[CH3:2].P(Cl)(Cl)(Cl)(Cl)[Cl:22]>C1(C)C=CC=CC=1>[CH2:1]([O:3][C:4]([C:6]1[N:7]=[N:8][N:9]([CH2:12][C:13]2[CH:18]=[C:17]([Cl:19])[CH:16]=[C:15]([Cl:20])[CH:14]=2)[C:10]=1[Cl:22])=[O:5])[CH3:2]. Procedure details: Combine 1-(3,5-dichloro-benzyl)-5-hydroxy-1H-[1,2,3]triazole-4-carboxylic acid ethyl ester (1 eq) with PCl5 (2 eq) in toluene and heat at 40–50° C. until reaction is complete. Concentrate the mixture, treat with aqueous NaHCO3, and extract with Et2O. Dry the combined extracts over Na2SO4, concentrate, and purify by chromatography on silica gel. MS (ES) 334.0, 336.0 (M+1)+. Reactants: ClCCl, CS(=O)(=O)c1cnc2ccc(CO)cc2c1-c1ccccc1. Product: CS(=O)(=O)c1cnc2ccc(C=O)cc2c1-c1ccccc1. Reaction SMILES: [CH2:23]([Cl:24])[Cl:25].[CH3:1][S:2](=[O:3])(=[O:4])[c:5]1[cH:6][n:7][c:8]2[cH:9][cH:10][c:11]([CH2:21][OH:22])[cH:12][c:13]2[c:14]1-[c:15]1[cH:16][cH:17][cH:18][cH:19][cH:20]1>>[CH3:1][S:2](=[O:3])(=[O:4])[c:5]1[cH:6][n:7][c:8]2[cH:9][cH:10][c:11]([CH:21]=[O:22])[cH:12][c:13]2[c:14]1-[c:15]1[cH:16][cH:17][cH:18][cH:19][cH:20]1. Reactants: [Ba+2], O=C([O-])[O-], CCO, Cc1cc2nc(Cl)c(C(=O)O)nc2cc1C, [H][H], O, Cl[Pd]Cl. The product is Cc1cc2ncc(C(=O)O)nc2cc1C. Reaction SMILES: [Ba+2:21].[C:17](=[O:18])([O-:19])[O-:20].[CH3:25][CH2:26][OH:27].[Cl:1][c:2]1[c:3]([C:14](=[O:15])[OH:16])[n:4][c:5]2[cH:6][c:7]([CH3:13])[c:8]([CH3:12])[cH:9][c:10]2[n:11]1.[H:23][H:24].[OH2:22].[Pd:28]([Cl:29])[Cl:30]>>[cH:2]1[c:3]([C:14](=[O:15])[OH:16])[n:4][c:5]2[cH:6][c:7]([CH3:13])[c:8]([CH3:12])[cH:9][c:10]2[n:11]1. The reactants are CCO, ClCCCN1CCCCC1, Cl, CC(C)CCC(N)C(O)c1ccccc1. Product: Cl, Cl, CC(C)CCC(NCCCN1CCCCC1)C(O)c1ccccc1. Reaction SMILES: [CH3:27][CH2:28][OH:29].[Cl:16][CH2:17][CH2:18][CH2:19][N:20]1[CH2:21][CH2:22][CH2:23][CH2:24][CH2:25]1.[ClH:26].[NH2:1][CH:2]([CH:3]([OH:4])[c:5]1[cH:6][cH:7][cH:8][cH:9][cH:10]1)[CH2:11][CH2:12][CH:13]([CH3:14])[CH3:15]>>[ClH:16].[ClH:26].[NH:1]([CH:2]([CH:3]([OH:4])[c:5]1[cH:6][cH:7][cH:8][cH:9][cH:10]1)[CH2:11][CH2:12][CH:13]([CH3:14])[CH3:15])[CH2:17][CH2:18][CH2:19][N:20]1[CH2:21][CH2:22][CH2:23][CH2:24][CH2:25]1. The reactants are N1C=C(C=C1)C(=O)OC(C)(C)C (tert-butyl 1H-pyrrole-3-carboxylate), BrCCN1C(C=2C(C1=O)=CC=CC2)=O (N-(2-bromoethyl)phthalimide), C([O-])([O-])=O.[Cs+].[Cs+] (cesium carbonate). Solvent: O (water), CN(C)C=O (DMF). Conditions: time 12 hour. The product is O=C1N(C(C2=CC=CC=C12)=O)CCN1C=C(C=C1)C(=O)OC(C)(C)C (tert-butyl 1-[2-(1,3-dioxo-1,3-dihydro-2H-isoindo1-2-yl)ethyl]-1H-pyrrole-3-carboxylate). Isolated yield 12.6%. RXN SMILES: [NH:1]1[CH:5]=[CH:4][C:3]([C:6]([O:8][C:9]([CH3:12])([CH3:11])[CH3:10])=[O:7])=[CH:2]1.Br[CH2:14][CH2:15][N:16]1[C:20](=[O:21])[C:19]2=[CH:22][CH:23]=[CH:24][CH:25]=[C:18]2[C:17]1=[O:26].C(=O)([O-])[O-].[Cs+].[Cs+]>CN(C=O)C.O>[O:26]=[C:17]1[C:18]2[C:19](=[CH:22][CH:23]=[CH:24][CH:25]=2)[C:20](=[O:21])[N:16]1[CH2:15][CH2:14][N:1]1[CH:5]=[CH:4][C:3]([C:6]([O:8][C:9]([CH3:12])([CH3:11])[CH3:10])=[O:7])=[CH:2]1 |f:2.3.4|. Procedure details: To a solution of 2.62 g of tert-butyl 1H-pyrrole-3-carboxylate and 7.96 g of N-(2-bromoethyl)phthalimide in DMF (100 ml) was added 10.2 g of cesium carbonate at room temperature, followed by stirring for 12 hours. The reaction solution was diluted with water and extracted with ethyl acetate. The extract was washed with saturated brine and then dried over anhydrous magnesium sulfate. The organic layer was concentrated under reduced pressure. The obtained residue was purified by silica gel column ... Yield: 65.0%. The product is P(=O)(O)(O)OC[C@@H]1[C@H]([C@H]([C@@H](O1)N1C=NC=2C(NCCN)=NC=NC12)O)O (N6 -(2-aminoethyl)adenosine-5'-monophosphate). Solvent: O (water), O (water). Reactants: C(CN)N (ethylenediamine), C1=NC2=C(C(=N1)Cl)N=CN2[C@H]3[C@@H]([C@@H]([C@H](O3)CO)O)O (6-chloropurine riboside), C(C)OP(=O)(OCC)OCC (triethylphosphate), P(=O)(Cl)(Cl)Cl (phosphoryl chloride), [OH-].[Na+] (sodium hydroxide), C(C)(=O)[O-] (acetate). RXN SMILES: [CH:1]1[N:6]=[C:5](Cl)[C:4]2[N:8]=[CH:9][N:10]([C@@H:11]3[O:15][C@H:14]([CH2:16][OH:17])[C@@H:13]([OH:18])[C@H:12]3[OH:19])[C:3]=2[N:2]=1.C(O[P:23]([O:28]CC)([O:25]CC)=[O:24])C.P(Cl)(Cl)(Cl)=O.[CH2:36]([NH2:39])[CH2:37][NH2:38].[OH-].[Na+].C([O-])(=O)C>O>[P:23]([O:17][CH2:16][C@H:14]1[O:15][C@@H:11]([N:10]2[C:3]3[N:2]=[CH:1][N:6]=[C:5]([NH:38][CH2:37][CH2:36][NH2:39])[C:4]=3[N:8]=[CH:9]2)[C@H:12]([OH:19])[C@@H:13]1[OH:18])([OH:25])([OH:28])=[O:24] |f:4.5|. Run at time 8 hour. Procedure: Two g (7 mmol) 6-chloropurine riboside (available from Sigma Chemical Co., St. Louis, Mo.) was stirred with 17 ml triethylphosphate and was reacted with phosphoryl chloride in the presence of water as described in Chem. Scrip. 19: 165-70(1972). After hydrolysis of the phosphodichloridate, 9.5 ml ethylenediamine (140 mmol) was added and allowed to react at room temperature for 3 hr. The reaction mixture was diluted to 4 liters with water and adjusted to pH 12 with sodium hydroxide. This solution ... RXN SMILES: [Br:1][c:2]1[cH:3][cH:4][c:5]([O:6][CH2:7][CH2:8][OH:9])[cH:10][cH:11]1.[H-:12].[I:14][CH2:15][CH2:16][CH2:17][CH2:18][CH3:19].[Na+:13].[O:21]=[CH:22][N:23]([CH3:24])[CH3:25].[OH2:20]>>[Br:1][c:2]1[cH:3][cH:4][c:5]([O:6][CH2:7][CH2:8][O:9][CH2:15][CH2:16][CH2:17][CH2:18][CH3:19])[cH:10][cH:11]1. Yields the product CCCCCOCCOc1ccc(Br)cc1. The reactants are OCCOc1ccc(Br)cc1, [H-], CCCCCI, [Na+], CN(C)C=O, O. Reaction conditions: time 5 hour. Run in C(C)(=O)OCC (ethyl acetate). Yields the product [N+](=O)([O-])C1=C(C=CC=C1)NC(C1=CC=C(C=C1)NC(C(C)C)=O)=O (N-(2'-Nitrophenyl)-4-isobutyrylaminobenzamide). Reactants: [N+](=O)([O-])C1=C(N)C=CC=C1 (o-nitroaniline), N1=CC=CC=C1.[N+](=O)([O-])C1=C(N)C=CC=C1 (pyridine o-nitroaniline), C(C(C)C)(=O)NC1=CC=C(C(=O)O)C=C1 (4-isobutyrylaminobenzoic acid), CN(C=O)C (dimethylformamide), C(C(=O)Cl)(=O)Cl (oxalyl chloride), N1=CC=CC=C1 (pyridine). Reaction SMILES: N1C=CC=CC=1.[N+:7]([C:10]1[CH:16]=[CH:15][CH:14]=[CH:13][C:11]=1[NH2:12])([O-:9])=[O:8].CN(C)C=O.C(Cl)(=O)C(Cl)=O.[C:28]([NH:33][C:34]1[CH:42]=[CH:41][C:37]([C:38](O)=[O:39])=[CH:36][CH:35]=1)(=[O:32])[CH:29]([CH3:31])[CH3:30].[N+](C1C=CC=CC=1N)([O-])=O.N1C=CC=CC=1>C(OCC)(=O)C>[N+:7]([C:10]1[CH:16]=[CH:15][CH:14]=[CH:13][C:11]=1[NH:12][C:38](=[O:39])[C:37]1[CH:36]=[CH:35][C:34]([NH:33][C:28](=[O:32])[CH:29]([CH3:30])[CH3:31])=[CH:42][CH:41]=1)([O-:9])=[O:8] |f:0.1|. Procedure: N-(2'-Nitrophenyl)-4-isobutyrylaminobenzamide is prepared under the reaction conditions given in Example 5: after the addition of pyridine/o-nitroaniline, the reaction solution is stirred for 15 hours at ambient temperature and for 5 hours at boiling temperature, the following components being used: 54.6 g (74.68 mMole) dimethylformamide, 1.5 L dry ethyl acetate, 37.3 g (29.42 mMole) oxalyl chloride, 47 g (22.63 mMole) 4-isobutyrylaminobenzoic acid, 34.4 g (24.89 mMole) o-nitroaniline, and 25.6 ... The reactants are CC(=O)OC(C)=O, Cc1ccc(-c2nc3c(O)cccc3s2)cc1. Product: CC(=O)Oc1cccc2sc(-c3ccc(C)cc3)nc12. RXN SMILES: [CH3:18][C:19](=[O:20])[O:21][C:22](=[O:23])[CH3:24].[OH:1][c:2]1[cH:3][cH:4][cH:5][c:6]2[c:7]1[n:8][c:9](-[c:11]1[cH:12][cH:13][c:14]([CH3:17])[cH:15][cH:16]1)[s:10]2>>[O:1]([c:2]1[cH:3][cH:4][cH:5][c:6]2[c:7]1[n:8][c:9](-[c:11]1[cH:12][cH:13][c:14]([CH3:17])[cH:15][cH:16]1)[s:10]2)[C:19]([CH3:18])=[O:20].